Dataset: the Open Reaction Database (ORD), a public repository of structured organic reaction records. Task: describe an organic reaction: reactants, conditions, products, and yield Reactants: II (iodine), [Li+].CC(C)[N-]C(C)C (LDA), ClC1=NC=C(C=C1)Cl (2,5-dichloropyridine). The solvent is C1CCOC1 (THF), ClCCl (dichloromethane), hexanes, CCCCCCC.C1CCOC1.C(C)C1=CC=CC=C1 (heptane THF ethylbenzene), C1CCOC1 (THF), C1CCOC1 (THF). Conditions: temperature -78 celsius, time 1 hour. Yields the product ClC1=NC=C(C(=C1)I)Cl (2,5-dichloro-4-iodopyridine). RXN SMILES: [Li+].CC([N-]C(C)C)C.[Cl:9][C:10]1[CH:15]=[CH:14][C:13]([Cl:16])=[CH:12][N:11]=1.[I:17]I>CCCCCCC.C1COCC1.C(C1C=CC=CC=1)C.C1COCC1.ClCCl>[Cl:9][C:10]1[CH:15]=[C:14]([I:17])[C:13]([Cl:16])=[CH:12][N:11]=1 |f:0.1,4.5.6|. Procedure: To a solution of LDA (11 mL of a 2 M in heptane/THF/ethylbenzene, 22 mmol) in THF (30 mL) at −78° C. was added a solution 2,5-dichloropyridine (3.3 g, 22 mmol) in THF (20 mL) at −78° C. The reaction mixture was stirred at −78° C. for 1 h, and a solution of iodine (5.6 g, 22 mmol) in THF (20 mL) was added. The reaction mixture was stirred for 15 min, quenched with water, and warmed to rt. The reaction mixture was diluted with EtOAc, washed with water (1×), saturated Na2S2O3 (1×), brine (1×), drie... Starting materials: CCO, Clc1cc2c(nn1)-c1ccccc1CCC2, NN, O. The product is NNc1cc2c(nn1)-c1ccccc1CCC2. Reaction SMILES: [CH3:20][CH2:21][OH:22].[Cl:1][c:2]1[cH:3][c:4]2[c:5]([n:6][n:7]1)-[c:8]1[c:9]([cH:13][cH:14][cH:15][cH:16]1)[CH2:10][CH2:11][CH2:12]2.[NH2:17][NH2:18].[OH2:19]>>[c:2]1([NH:17][NH2:18])[cH:3][c:4]2[c:5]([n:6][n:7]1)-[c:8]1[c:9]([cH:13][cH:14][cH:15][cH:16]1)[CH2:10][CH2:11][CH2:12]2. The reactants are C(C)(=O)OCC (ethyl acetate), COC(=O)C=1C=C(C=C(C1)N1C=CC=C1)C(CC(=O)OC)=O (methyl 3-[3-methoxycarbonyl-5-(pyrrol-1-yl)phenyl]-3-oxopropionate), CO (methanol), S(O)(O)(=O)=O (sulfuric acid). Run in O (water), O (water). Product: C(C)(=O)C=1C=C(C(=O)OC)C=C(C1)N1C=CC=C1 (methyl 3-acetyl-5-(pyrrol-1-yl)benzoate). The yield is 24.9%. Reaction SMILES: [CH3:1][O:2][C:3]([C:5]1[CH:6]=[C:7]([C:16](=[O:22])[CH2:17]C(OC)=O)[CH:8]=[C:9]([N:11]2[CH:15]=[CH:14][CH:13]=[CH:12]2)[CH:10]=1)=[O:4].CO.S(=O)(=O)(O)O.C(OCC)(=O)C>O>[C:16]([C:7]1[CH:6]=[C:5]([CH:10]=[C:9]([N:11]2[CH:15]=[CH:14][CH:13]=[CH:12]2)[CH:8]=1)[C:3]([O:2][CH3:1])=[O:4])(=[O:22])[CH3:17]. Procedure details: A solution of methyl 3-[3-methoxycarbonyl-5-(pyrrol-1-yl)phenyl]-3-oxopropionate (0.1 g) in a mixture of water (1 ml), methanol (3 ml) and concentrated sulfuric acid (40 mg) was refluxed for 16 hours. After being cooled to room temperature, the reaction mixture was poured into a mixture of ethyl acetate (50 ml) and water (50 ml). The organic layer was successively washed with a saturated aqueous sodium hydrogencarbonate solution and brine, dried over magnesium sulfate and evaporated in vacuo to ... The reactants are CC(=O)O[BH-](OC(C)=O)OC(C)=O, CC(C)=O, CC(=O)O, ClC(Cl)Cl, ClCCCl, [Na+], O=S(=O)(c1cccc2ccccc12)c1n[nH]c2ccc(OC3CCNC3)cc12. The product is CC(C)N1CCC(Oc2ccc3[nH]nc(S(=O)(=O)c4cccc5ccccc45)c3c2)C1. RXN SMILES: [C:37]([O:38][BH-:39]([O:40][C:41](=[O:42])[CH3:43])[O:44][C:45](=[O:46])[CH3:47])(=[O:48])[CH3:49].[CH3:29][C:30]([CH3:31])=[O:32].[CH3:33][C:34](=[O:35])[OH:36].[CH:55]([Cl:56])([Cl:57])[Cl:58].[Cl:51][CH2:52][CH2:53][Cl:54].[Na+:50].[c:1]1([S:11](=[O:12])(=[O:13])[c:14]2[n:15][nH:16][c:17]3[cH:18][cH:19][c:20]([O:23][CH:24]4[CH2:25][NH:26][CH2:27][CH2:28]4)[cH:21][c:22]23)[cH:2][cH:3][cH:4][c:5]2[cH:6][cH:7][cH:8][cH:9][c:10]12>>[c:1]1([S:11](=[O:12])(=[O:13])[c:14]2[n:15][nH:16][c:17]3[cH:18][cH:19][c:20]([O:23][CH:24]4[CH2:25][N:26]([CH:30]([CH3:29])[CH3:31])[CH2:27][CH2:28]4)[cH:21][c:22]23)[cH:2][cH:3][cH:4][c:5]2[cH:6][cH:7][cH:8][cH:9][c:10]12. Reactants: C(CC(=O)C)(=O)OC(C)(C)C (t-butyl acetoacetate), FC1=CC=C(C=C1)C(=C(C=CC=O)C(C)C)C1=CC=C(C=C1)F (5,5-bis(4-fluorophenyl)-4-(1-methyl-ethyl)-2,4-pentadienal), C(CC(=O)C)(=O)OC(C)(C)C (t-butyl acetoacetate), [H-].[Na+] (sodium hydride), C(CCC)[Li] (butyl lithium). The solvent is O1CCCC1 (tetrahydrofuran), O1CCCC1 (tetrahydrofuran). Run at time 0.5 hour. Yields the product FC1=CC=C(C=C1)C(=C(C=CC(CC(CC(=O)OC(C)(C)C)=O)O)C(C)C)C1=CC=C(C=C1)F (1,1-Dimethylethyl 9,9-bis(4-fluorophenyl)-5-hydroxy-8-(1-methylethyl)-3-oxo-6,8-nonadienoate). The yield is 66.4%. RXN SMILES: [F:1][C:2]1[CH:7]=[CH:6][C:5]([C:8]([C:17]2[CH:22]=[CH:21][C:20]([F:23])=[CH:19][CH:18]=2)=[C:9]([CH:14]([CH3:16])[CH3:15])[CH:10]=[CH:11][CH:12]=[O:13])=[CH:4][CH:3]=1.[C:24]([O:30][C:31]([CH3:34])([CH3:33])[CH3:32])(=[O:29])[CH2:25][C:26]([CH3:28])=[O:27].[H-].[Na+].C([Li])CCC>O1CCCC1>[F:1][C:2]1[CH:3]=[CH:4][C:5]([C:8]([C:17]2[CH:18]=[CH:19][C:20]([F:23])=[CH:21][CH:22]=2)=[C:9]([CH:14]([CH3:16])[CH3:15])[CH:10]=[CH:11][CH:12]([OH:13])[CH2:28][C:26](=[O:27])[CH2:25][C:24]([O:30][C:31]([CH3:34])([CH3:33])[CH3:32])=[O:29])=[CH:6][CH:7]=1 |f:2.3|. Procedure details: To a solution of 5,5-bis(4-fluorophenyl)-4-(1-methyl-ethyl)-2,4-pentadienal (0.5 g, 1.6 mmol) in 20 mL tetrahydrafuran at -70° C., was added the dianion of t-butyl acetoacetate (2.1 mL of 1M solution in THF, 2.1 mmol) which was prepared by adding t-butyl acetoacetate (4.0 g, 25 mmol) in 4 mL tetrahydrofuran to a suspension of sodium hydride (1.0 g of 50% in oil, 25 mmol) in 6 mL tetrahydrofuran at -10° C., butyl lithium (11.4 mL of 2.2M solution) 25 mL was added and stirred for 0.5 hrs. After st...